Dataset: the Open Reaction Database (ORD), a public repository of structured organic reaction records. Task: describe an organic reaction: reactants, conditions, products, and yield Reactants: CC(c1ccc(Br)cc1)N1CCC(CCO)(c2ccccc2)OC1=O, Cc1cc(B(O)O)ccn1. The product is Cc1cc(-c2ccc(C(C)N3CCC(CCO)(c4ccccc4)OC3=O)cc2)ccn1. RXN SMILES: [Br:1][c:2]1[cH:3][cH:4][c:5]([CH:8]([CH3:9])[N:10]2[C:11](=[O:25])[O:12][C:13]([c:16]3[cH:17][cH:18][cH:19][cH:20][cH:21]3)([CH2:22][CH2:23][OH:24])[CH2:14][CH2:15]2)[cH:6][cH:7]1.[CH3:26][c:27]1[n:28][cH:29][cH:30][c:31]([B:33]([OH:34])[OH:35])[cH:32]1>>[c:2]1(-[c:31]2[cH:30][cH:29][n:28][c:27]([CH3:26])[cH:32]2)[cH:3][cH:4][c:5]([CH:8]([CH3:9])[N:10]2[C:11](=[O:25])[O:12][C:13]([c:16]3[cH:17][cH:18][cH:19][cH:20][cH:21]3)([CH2:22][CH2:23][OH:24])[CH2:14][CH2:15]2)[cH:6][cH:7]1. The reactants are ClC1=CC=C(C=C1)CNC(=O)C=1C=NC2=C(C=C(C=C2C1O)I)F (N-[(4-Chlorophenyl)methyl]-8-fluoro-4-hydroxy-6-iodo-3-quinolinecarboxamide), CC(C)(C#C)O (2-methyl-3-butyne-2-ol). Reagents/catalysts: [Cu](I)I (copper iodide), Cl[Pd]([P](C1=CC=CC=C1)(C2=CC=CC=C2)C3=CC=CC=C3)([P](C4=CC=CC=C4)(C5=CC=CC=C5)C6=CC=CC=C6)Cl (dichlorobis(triphenylphosphine)palladium). The solvent is C(C)NCC (diethylamine). Run at time 8 hour. Product: ClC1=CC=C(CNC(=O)C=2C=NC3=C(C=C(C=C3C2O)CCC(C)(C)O)F)C=C1 (N-(4-Chlorobenzyl)-8-fluoro-4-hydroxy-6-(3-hydroxy-3-methylbutyl)-3-quinolinecarboxamide). RXN SMILES: [Cl:1][C:2]1[CH:7]=[CH:6][C:5]([CH2:8][NH:9][C:10]([C:12]2[CH:13]=[N:14][C:15]3[C:20]([C:21]=2[OH:22])=[CH:19][C:18](I)=[CH:17][C:16]=3[F:24])=[O:11])=[CH:4][CH:3]=1.[CH3:25][C:26]([OH:30])([C:28]#[CH:29])[CH3:27]>C(NCC)C.[Cu](I)I.Cl[Pd](Cl)([P](C1C=CC=CC=1)(C1C=CC=CC=1)C1C=CC=CC=1)[P](C1C=CC=CC=1)(C1C=CC=CC=1)C1C=CC=CC=1>[Cl:1][C:2]1[CH:7]=[CH:6][C:5]([CH2:8][NH:9][C:10]([C:12]2[CH:13]=[N:14][C:15]3[C:20]([C:21]=2[OH:22])=[CH:19][C:18]([CH2:29][CH2:28][C:26]([OH:30])([CH3:27])[CH3:25])=[CH:17][C:16]=3[F:24])=[O:11])=[CH:4][CH:3]=1 |^1:41,60|. Procedure: To a mixture of the title compound of Example 5 (0.457 g), copper iodide (0.010 g) and dichlorobis(triphenylphosphine)palladium (II) (0.035 g) in 15 mL diethylamine is added 2-methyl-3-butyne-2-ol (0.097 mL). The reaction is allowed to stir overnight. The solvents are evaporated and the residue is chromatographed on silica, eluting with 3% MeOH/CH2Cl2 to yield 0.248 g of the desired product as a white solid. Reactants: Cc1cc(Br)c(C=O)c(Br)c1, CC(=O)[O-], CO, Cl, NNc1ccc(F)cc1, [Na+]. The product is Cc1cc(Br)c(C=NNc2ccc(F)cc2)c(Br)c1. Reaction SMILES: [Br:1][c:2]1[c:3]([CH:4]=[O:5])[c:6]([Br:11])[cH:7][c:8]([CH3:10])[cH:9]1.[CH3:23][C:24](=[O:25])[O-:26].[CH3:27][OH:28].[ClH:12].[F:13][c:14]1[cH:15][cH:16][c:17]([NH:20][NH2:21])[cH:18][cH:19]1.[Na+:22]>>[Br:1][c:2]1[c:3]([CH:4]=[N:21][NH:20][c:17]2[cH:16][cH:15][c:14]([F:13])[cH:19][cH:18]2)[c:6]([Br:11])[cH:7][c:8]([CH3:10])[cH:9]1.